From a dataset of the Open Reaction Database (ORD), a public repository of structured organic reaction records. describe an organic reaction: reactants, conditions, products, and yield Reactants: Cl.Cl.NC1=C(C=C(C#N)C=C1)CN1C([C@H](CC1)N)=O (4-amino-3-(3-(S)-amino-2-oxo-pyrrolidin-1-ylmethyl)benzonitrile dihydrochloride), S1C2=C(C=C1S(=O)(=O)Cl)C=CC=C2 (benzo[b]thiophene-2-sulfonyl chloride), C(C)#N (acetonitrile). The product is NC1=C(C=C(CN2C([C@H](CC2)NS(=O)(=O)C2=CC3=C(S2)C=CC=C3)=O)C=C1)C#N (Benzo[b]thiophene-2-sulfonic acid [1-(4-amino-3-cyanobenzyl)-2-oxo-pyrrolidin-3-(S)-yl]amide). RXN SMILES: Cl.Cl.N[C:4]1[CH:11]=[CH:10][C:7]([C:8]#[N:9])=[CH:6][C:5]=1[CH2:12][N:13]1[CH2:17][CH2:16][C@H:15]([NH2:18])[C:14]1=[O:19].[S:20]1[C:24]([S:25](Cl)(=[O:27])=[O:26])=[CH:23][C:22]2[CH:29]=[CH:30][CH:31]=[CH:32][C:21]1=2.C(#[N:35])C>>[NH2:35][C:10]1[CH:11]=[CH:4][C:5]([CH2:12][N:13]2[CH2:17][CH2:16][C@H:15]([NH:18][S:25]([C:24]3[S:20][C:21]4[CH:32]=[CH:31][CH:30]=[CH:29][C:22]=4[CH:23]=3)(=[O:27])=[O:26])[C:14]2=[O:19])=[CH:6][C:7]=1[C:8]#[N:9] |f:0.1.2|. Reported procedure: The title compound (0.131 g, 0.307 mmol) is prepared as in EXAMPLE 1, Part E from 4-amino-3-(3-(S)-amino-2-oxo-pyrrolidin-1-ylmethyl)benzonitrile dihydrochloride (0.135 g, 0.445 mmol) and benzo[b]thiophene-2-sulfonyl chloride (0.114 g, 0.49 mmol) in acetonitrile.